From a dataset of the Open Reaction Database (ORD), a public repository of structured organic reaction records. describe an organic reaction: reactants, conditions, products, and yield The reactants are BrC=1C=C2C(=NNC(C2=CC1)=O)Cl (6-bromo-4-chloro-2H-phthalazin-1-one), O1CCN(CC1)CC=1C=C(C=CC1)CN ([3-(morpholinomethyl)phenyl]methylamine), C=1C=CC(=CC1)P(C=2C=CC=CC2)C3=CC=C4C=CC=CC4=C3C5=C6C=CC=CC6=CC=C5P(C=7C=CC=CC7)C=8C=CC=CC8 (rac-BINAP), CC(C)(C)[O-].[Na+] (NaOtBu). The reagents and catalysts are C=1C=CC(=CC1)/C=C/C(=O)/C=C/C2=CC=CC=C2.C=1C=CC(=CC1)/C=C/C(=O)/C=C/C2=CC=CC=C2.C=1C=CC(=CC1)/C=C/C(=O)/C=C/C2=CC=CC=C2.[Pd].[Pd] (Pd2(dba)3). The solvent is CC(=O)N(C)C (DMA), CCOC(=O)C (EtOAc). The product is ClC1=NNC(C2=CC=C(C=C12)NCC1=CC(=CC=C1)CN1CCOCC1)=O (4-chloro-6-(3-morpholin-4-ylmethyl-benzylamino)-2H-phthalazin-1-one). The yield is 18.9%. Reaction SMILES: Br[C:2]1[CH:3]=[C:4]2[C:9](=[CH:10][CH:11]=1)[C:8](=[O:12])[NH:7][N:6]=[C:5]2[Cl:13].[O:14]1[CH2:19][CH2:18][N:17]([CH2:20][C:21]2[CH:22]=[C:23]([CH2:27][NH2:28])[CH:24]=[CH:25][CH:26]=2)[CH2:16][CH2:15]1.C1C=CC(P(C2C(C3C(P(C4C=CC=CC=4)C4C=CC=CC=4)=CC=C4C=3C=CC=C4)=C3C(C=CC=C3)=CC=2)C2C=CC=CC=2)=CC=1.CC([O-])(C)C.[Na+]>CC(N(C)C)=O.CCOC(C)=O.C1C=CC(/C=C/C(/C=C/C2C=CC=CC=2)=O)=CC=1.C1C=CC(/C=C/C(/C=C/C2C=CC=CC=2)=O)=CC=1.C1C=CC(/C=C/C(/C=C/C2C=CC=CC=2)=O)=CC=1.[Pd].[Pd]>[Cl:13][C:5]1[C:4]2[C:9](=[CH:10][CH:11]=[C:2]([NH:28][CH2:27][C:23]3[CH:24]=[CH:25][CH:26]=[C:21]([CH2:20][N:17]4[CH2:18][CH2:19][O:14][CH2:15][CH2:16]4)[CH:22]=3)[CH:3]=2)[C:8](=[O:12])[NH:7][N:6]=1 |f:3.4,7.8.9.10.11|. Reported procedure: A mixture 6-bromo-4-chloro-2H-phthalazin-1-one (150 mg, 0.578 mmol), [3-(morpholinomethyl)phenyl]methylamine (131 mg, 0.636 mmol), Pd2(dba)3 (53 mg, 0.0578 mmol), rac-BINAP (108 mg, 0.173 mmol) and NaOtBu (139 mg, 1.445 mmol) in DMA (5 mL) was heated at 85° C. for 1 h. The mixture was allowed to cool, diluted with EtOAc and washed with water. The organic layer was washed with sat.aq. NaHCO3, brine and dried (Na2SO4). Chromatography on silica (EtOAc/hexanes) afforded 4-chloro-6-(3-morpholin-4-ylm... The reactants are FC1=NC(=CC=C1C(=O)O)F (2,6-difluoropyridine-3-carboxylic acid), C(C)(C)(C)NC1=CC=CC=C1 (t-butylaniline), C=1C=CC2=C(C1)N=NN2O (HOBt), CCN=C=NCCCN(C)C (EDAC), CCN(C(C)C)C(C)C (DIEA). The solvent is C(Cl)Cl (CH2Cl2). Product: C(C)(C)(C)C1=CC=C(C=C1)NC(=O)C=1C(=NC(=CC1)F)NCC1=CC=NC=C1 (N-[4-(tert-Butyl)phenyl]{6-fluoro-2-[(4-pyridylmethyl)amino](3-pyridyl)}carboxamide). As a reaction SMILES: F[C:2]1[C:7]([C:8]([OH:10])=O)=[CH:6][CH:5]=[C:4]([F:11])[N:3]=1.[C:12](NC1C=CC=CC=1)([CH3:15])([CH3:14])[CH3:13].[CH:23]1[CH:24]=[CH:25][C:26]2[N:31](O)N=N[C:27]=2[CH:28]=1.[CH3:33][CH2:34][N:35]=C=NCCCN(C)C.CC[N:46]([CH:50]([CH3:52])C)[CH:47]([CH3:49])C>C(Cl)Cl>[C:12]([C:23]1[CH:28]=[CH:27][C:26]([NH:31][C:8]([C:7]2[C:2]([NH:35][CH2:34][C:33]3[CH:49]=[CH:47][N:46]=[CH:50][CH:52]=3)=[N:3][C:4]([F:11])=[CH:5][CH:6]=2)=[O:10])=[CH:25][CH:24]=1)([CH3:15])([CH3:14])[CH3:13]. Procedure details: A solution of 2,6-difluoropyridine-3-carboxylic acid (3.2 g, 20 mmol), t-butylaniline (3.0 g, 20 mmol), HOBt (2.6 g, 20 mmol), EDAC (8 g, 40 mmol), and DIEA (8 mL) in CH2Cl2 (80 mL) was stirred at RT for 1 h. The mixture was washed with aq. NaHCO3 and brine. The organic solution was dried over Na2SO4 and concentrated in vacuo The residue was purified via flash chromatography on silica (Hex:EtOAc=4:1) to give a light yellow flaky crystal as desired product. Starting materials: ClC=1C=C(C=CC1C#N)N1N=C2C3=C(CCC2C1C1CCCC1)C=C(C=C3)C(=O)O ((±)-(3SR,3aRS)-2-(3-chloro-4-cyanophenyl)-3-cyclopentyl-3,3a,4,5-tetrahydro-2H-benzo[g]indazole-7-carboxylic acid), N(CCO)(CCO)CCO (triethanolamine). Yields the product ClC=1C=C(C=CC1C#N)N1N=C2C3=C(CCC2C1C1CCCC1)C=C(C=C3)C(=O)OCCN(CCO)CCO ((±)-(3SR,3aRS)-2-(bis(2-hydroxyethyl)amino)ethyl 2-(3-chloro-4-cyanophenyl)-3-cyclopentyl-3,3a,4,5-tetrahydro-2H-benzo[g] indazole-7-carboxylate). As a reaction SMILES: [Cl:1][C:2]1[CH:3]=[C:4]([N:10]2[CH:18]([CH:19]3[CH2:23][CH2:22][CH2:21][CH2:20]3)[CH:17]3[C:12]([C:13]4[CH:27]=[CH:26][C:25]([C:28]([OH:30])=[O:29])=[CH:24][C:14]=4[CH2:15][CH2:16]3)=[N:11]2)[CH:5]=[CH:6][C:7]=1[C:8]#[N:9].[N:31]([CH2:38][CH2:39]O)([CH2:35][CH2:36][OH:37])[CH2:32][CH2:33][OH:34]>>[Cl:1][C:2]1[CH:3]=[C:4]([N:10]2[CH:18]([CH:19]3[CH2:20][CH2:21][CH2:22][CH2:23]3)[CH:17]3[C:12]([C:13]4[CH:27]=[CH:26][C:25]([C:28]([O:30][CH2:39][CH2:38][N:31]([CH2:35][CH2:36][OH:37])[CH2:32][CH2:33][OH:34])=[O:29])=[CH:24][C:14]=4[CH2:15][CH2:16]3)=[N:11]2)[CH:5]=[CH:6][C:7]=1[C:8]#[N:9]. Procedure: The title compound was prepared from (±)-(3SR,3aRS)-2-(3-chloro-4-cyanophenyl)-3-cyclopentyl-3,3a,4,5-tetrahydro-2H-benzo[g]indazole-7-carboxylic acid, Example 15 and triethanolamine according to Method E. 1H NMR (400 MHz, CDCl3) δ ppm 1.17-1.66 (m, 7H), 1.70-1.82 (m, 1H), 1.88-2.02 (m, 1H), 2.06-2.18 (m, 1H), 2.23-2.45 (m, 1H), 2.79-2.85 (m, 4H), 2.86-2.97 (m, 1H), 3.03 (t, J=5.50 Hz, 2H), 3.07-3.17 (m, 1H), 3.48 (ddd, J=13.90, 9.47, 4.83 Hz, 1H), 3.63-3.70 (m, 4H), 4.48 (t, J=5.50 Hz, 2H), 4.6... Starting materials: CC(C)(C)c1ccc(CNCCc2ccc(F)cc2)cc1, ClCCCl, O=C(O)c1cc(Cl)cc2cc[nH]c12, ClCCl, Cl. The product is CC(C)(C)c1ccc(CN(CCc2ccc(F)cc2)C(=O)c2cc(Cl)cc3cc[nH]c23)cc1. RXN SMILES: [C:1]([CH3:2])([CH3:3])([CH3:4])[c:5]1[cH:6][cH:7][c:8]([CH2:9][NH:10][CH2:11][CH2:12][c:13]2[cH:14][cH:15][c:16]([F:19])[cH:17][cH:18]2)[cH:20][cH:21]1.[CH2:35]([Cl:36])[CH2:37][Cl:38].[Cl:22][c:23]1[cH:24][c:25]2[cH:26][cH:27][nH:28][c:29]2[c:30]([C:32](=[O:33])[OH:34])[cH:31]1.[Cl:40][CH2:41][Cl:42].[ClH:39]>>[C:1]([CH3:2])([CH3:3])([CH3:4])[c:5]1[cH:6][cH:7][c:8]([CH2:9][N:10]([CH2:11][CH2:12][c:13]2[cH:14][cH:15][c:16]([F:19])[cH:17][cH:18]2)[C:32]([c:30]2[c:29]3[c:25]([cH:24][c:23]([Cl:22])[cH:31]2)[cH:26][cH:27][nH:28]3)=[O:33])[cH:20][cH:21]1. The reactants are [H][H] (hydrogen), COC(=O)C=1N(C(C2=CC=C(C=C2C1C1=CC=CC=C1)NCC1=CC=CC=C1)=O)CC1=CC2=C(OCO2)C=C1 (2-(benzo[1,3]dioxol-5-ylmethyl)-6-benzylamino-1-oxo-4-phenyl-1,2-dihydroisoquinoline-3-carboxylic acid methyl ester), CO (methanol). The reagents and catalysts are [C].[Pd] (palladium carbon). The solvent is C1CCOC1 (THF). Yields the product COC(=O)C=1N(C(C2=CC=C(C=C2C1C1=CC=CC=C1)N)=O)CC1=CC2=C(OCO2)C=C1 (6-amino-2-(benzo[1,3]dioxol-5-ylmethyl)-1-oxo-4-phenyl-1,2-dihydroisoquinoline-3-carboxylic acid methyl ester). The yield is 72.3%. As a reaction SMILES: [CH3:1][O:2][C:3]([C:5]1[N:6]([CH2:30][C:31]2[CH:39]=[CH:38][C:34]3[O:35][CH2:36][O:37][C:33]=3[CH:32]=2)[C:7](=[O:29])[C:8]2[C:13]([C:14]=1[C:15]1[CH:20]=[CH:19][CH:18]=[CH:17][CH:16]=1)=[CH:12][C:11]([NH:21]CC1C=CC=CC=1)=[CH:10][CH:9]=2)=[O:4].CO.[H][H]>[C].[Pd].C1COCC1>[CH3:1][O:2][C:3]([C:5]1[N:6]([CH2:30][C:31]2[CH:39]=[CH:38][C:34]3[O:35][CH2:36][O:37][C:33]=3[CH:32]=2)[C:7](=[O:29])[C:8]2[C:13]([C:14]=1[C:15]1[CH:16]=[CH:17][CH:18]=[CH:19][CH:20]=1)=[CH:12][C:11]([NH2:21])=[CH:10][CH:9]=2)=[O:4] |f:3.4|. Procedure: A mixture of 2-(benzo[1,3]dioxol-5-ylmethyl)-6-benzylamino-1-oxo-4-phenyl-1,2-dihydroisoquinoline-3-carboxylic acid methyl ester (670 mg), 10% palladium carbon (200 mg), methanol (10 ml) and THF (10 ml) was stirred at room temperature at 4-5 atm hydrogen pressure for 48 hrs. Palladium carbon was filtered off and the filtrate was concentrated. The residue was purified by silica gel column chromatography (ethyl acetate) and recrystallized (ethyl acetate-hexane) to give the title compound (400 mg).